Dataset: the Open Reaction Database (ORD), a public repository of structured organic reaction records. Task: describe an organic reaction: reactants, conditions, products, and yield Reactants: COc1ccccc1N, Cc1cc(Cl)nc(-c2ccccn2)n1. As a reaction SMILES: [CH3:15][O:16][c:17]1[c:18]([NH2:23])[cH:19][cH:20][cH:21][cH:22]1.[Cl:1][c:2]1[n:3][c:4](-[c:9]2[n:10][cH:11][cH:12][cH:13][cH:14]2)[n:5][c:6]([CH3:8])[cH:7]1>>[c:2]1([NH:23][c:18]2[c:17]([O:16][CH3:15])[cH:22][cH:21][cH:20][cH:19]2)[n:3][c:4](-[c:9]2[n:10][cH:11][cH:12][cH:13][cH:14]2)[n:5][c:6]([CH3:8])[cH:7]1. Yields the product COc1ccccc1Nc1cc(C)nc(-c2ccccn2)n1. Starting materials: S (hydrogen sulphide), CC(CN1CCC(CC1)(C)C)C (1-(2-Methylpropyl)-4,4-dimethylpiperidine), mercuric acetate, mercurous acetate. Run in C(C)(=O)O (acetic acid). Yields the product CC(CN1C=CC(CC1)(C)C)C (1-(2-methylpropyl)-4,4-dimethyl-1,4,5,6-tetrahydropyridine). Reaction SMILES: [CH3:1][CH:2]([CH3:12])[CH2:3][N:4]1[CH2:9][CH2:8][C:7]([CH3:11])([CH3:10])[CH2:6][CH2:5]1.S>C(O)(=O)C>[CH3:1][CH:2]([CH3:12])[CH2:3][N:4]1[CH2:9][CH2:8][C:7]([CH3:10])([CH3:11])[CH:6]=[CH:5]1. Procedure details: A solution of 1-(2-Methylpropyl)-4,4-dimethylpiperidine (13.0 g, 0.077 mol) and mercuric acetate (98.8 g, 0.31 mol, 4 molar equivalent) in 5% aqueous acetic acid (300 ml) was boiled for 2.5 hours. On cooling, the white solid (mercurous acetate) was filtered-off, and the filtrate was treated repeatedly with hydrogen sulphide gas (3×), each time the mixture was filtered through a celite pad, the final filtrate made basic to pH 10 with K2CO3. The aqueous layer was extracted with ether (3×100 ml), a... The reactants are CCN(C(C)=O)c1cc(N2CCN(C)CC2)c(F)cc1[N+](=O)[O-], CO, [K+], [OH-]. The product is CCNc1cc(N2CCN(C)CC2)c(F)cc1[N+](=O)[O-]. Reaction SMILES: [CH2:1]([CH3:2])[N:3]([c:4]1[c:5]([N+:18](=[O:19])[O-:20])[cH:6][c:7]([F:17])[c:8]([N:10]2[CH2:11][CH2:12][N:13]([CH3:16])[CH2:14][CH2:15]2)[cH:9]1)[C:21](=[O:22])[CH3:23].[CH3:26][OH:27].[K+:25].[OH-:24]>>[CH2:1]([CH3:2])[NH:3][c:4]1[c:5]([N+:18](=[O:19])[O-:20])[cH:6][c:7]([F:17])[c:8]([N:10]2[CH2:11][CH2:12][N:13]([CH3:16])[CH2:14][CH2:15]2)[cH:9]1. Reactants: CCOc1cc(C(C)(C)C)ncc1C1=NC(C)(c2ccc(Cl)cc2)C(C)(c2ccc(Cl)cc2)N1C(=O)N1CCN(CC(=O)O)CC1, Cc1ccc(N)c(C)n1, Cl. The product is CCOc1cc(C(C)(C)C)ncc1C1=NC(C)(c2ccc(Cl)cc2)C(C)(c2ccc(Cl)cc2)N1C(=O)N1CCN(CC(=O)Nc2ccc(C)nc2C)CC1. Reaction SMILES: [C:2]([CH3:3])([CH3:4])([CH3:5])[c:6]1[cH:7][c:8]([O:45][CH2:46][CH3:47])[c:9]([C:12]2=[N:16][C:15]([CH3:17])([c:18]3[cH:19][cH:20][c:21]([Cl:24])[cH:22][cH:23]3)[C:14]([CH3:25])([c:26]3[cH:27][cH:28][c:29]([Cl:32])[cH:30][cH:31]3)[N:13]2[C:33](=[O:34])[N:35]2[CH2:36][CH2:37][N:38]([CH2:41][C:42](=[O:43])[OH:44])[CH2:39][CH2:40]2)[cH:10][n:11]1.[CH3:48][c:49]1[n:50][c:51]([CH3:56])[cH:52][cH:53][c:54]1[NH2:55].[ClH:1]>>[C:2]([CH3:3])([CH3:4])([CH3:5])[c:6]1[cH:7][c:8]([O:45][CH2:46][CH3:47])[c:9]([C:12]2=[N:16][C:15]([CH3:17])([c:18]3[cH:19][cH:20][c:21]([Cl:24])[cH:22][cH:23]3)[C:14]([CH3:25])([c:26]3[cH:27][cH:28][c:29]([Cl:32])[cH:30][cH:31]3)[N:13]2[C:33](=[O:34])[N:35]2[CH2:36][CH2:37][N:38]([CH2:41][C:42](=[O:44])[NH:55][c:54]3[c:49]([CH3:48])[n:50][c:51]([CH3:56])[cH:52][cH:53]3)[CH2:39][CH2:40]2)[cH:10][n:11]1. The reactants are ClC1=CN=CC2=CC=CC=C12 (4-chloroisoquinoline), ClC1=CN=CC2=CC=CC(=C12)S(=O)(=O)Cl (4-chloro-5-chlorosulfonylisoquinoline), compound, C(C)(C)(C)OC(=O)N1CCNCCC1 (1-(tert-butoxycarbonyl)-hexahydro-1H-1,4-diazepine). Product: Cl.Cl.ClC1=CN=CC2=CC=CC(=C12)S(=O)(=O)N1CCNCCC1 (1-[(4-Chloro-5-isoquinolinyl)sulfonyl]-hexahydro-1H-1,4-diazepine dihydrochloride). RXN SMILES: [Cl:1]C1C2C(=CC=CC=2)C=NC=1.[Cl:12][C:13]1[C:22]2[C:17](=[CH:18][CH:19]=[CH:20][C:21]=2[S:23](Cl)(=[O:25])=[O:24])[CH:16]=[N:15][CH:14]=1.C(OC([N:34]1[CH2:40][CH2:39][CH2:38][NH:37][CH2:36][CH2:35]1)=O)(C)(C)C>>[ClH:1].[ClH:12].[Cl:12][C:13]1[C:22]2[C:17](=[CH:18][CH:19]=[CH:20][C:21]=2[S:23]([N:34]2[CH2:40][CH2:39][CH2:38][NH:37][CH2:36][CH2:35]2)(=[O:25])=[O:24])[CH:16]=[N:15][CH:14]=1 |f:3.4.5|. Procedure: Using 2.08 g of 4-chloroisoquinoline (synthesized in accordance with J. Org. Chem., 1961, 26, 468), 4-chloro-5-chlorosulfonylisoquinoline was synthesized as in Reference Example 1. Then, 1.30 g of this compound was reacted with 1.20 g of 1-(tert-butoxycarbonyl)-hexahydro-1H-1,4-diazepine and the reaction mixture was after-treated in the same manner as in Example 1 to provide 0.80 g of the objective compound (white crystals). Reactants: C(C)(C)(C)OC (MTBE), N#N (N2), solution, C(CS(=O)(=O)O)S(=O)(=O)O (ethanedisulfonic acid), solution, FC1=C(C=CC=C1)N1N=C(C2=CC=CC=C12)OC1CCNCC1 (1-(2-fluorophenyl)-3-(piperidin-4-yloxy)-1H-indazole). Run in CO (MeOH). Product: S(=O)(=O)(O)CCS(=O)(=O)O.FC1=C(C=CC=C1)N1N=C(C2=CC=CC=C12)OC1CCNCC1 (1-(2-fluorophenyl)-3-(piperidin-4-yloxy)-1H-indazole edisylate). As a reaction SMILES: [CH2:1]([S:7]([OH:10])(=[O:9])=[O:8])[CH2:2][S:3]([OH:6])(=[O:5])=[O:4].[F:11][C:12]1[CH:17]=[CH:16][CH:15]=[CH:14][C:13]=1[N:18]1[C:26]2[C:21](=[CH:22][CH:23]=[CH:24][CH:25]=2)[C:20]([O:27][CH:28]2[CH2:33][CH2:32][NH:31][CH2:30][CH2:29]2)=[N:19]1.N#N.C(OC)(C)(C)C>CO>[S:3]([CH2:2][CH2:1][S:7]([OH:10])(=[O:9])=[O:8])([OH:6])(=[O:5])=[O:4].[F:11][C:12]1[CH:17]=[CH:16][CH:15]=[CH:14][C:13]=1[N:18]1[C:26]2[C:21](=[CH:22][CH:23]=[CH:24][CH:25]=2)[C:20]([O:27][CH:28]2[CH2:33][CH2:32][NH:31][CH2:30][CH2:29]2)=[N:19]1 |f:5.6|. Reported procedure: 3.145 mg of ethanedisulfonic acid was added to 0.56 ml of a solution of 1-(2-fluorophenyl)-3-(piperidin-4-yloxy)-1H-indazole in MeOH (methanol) (concentration=10.3 mg/ml). The solution was heated and stirred in uncapped vials and then placed under a stream of N2 gas. These steps were repeated until approximately 0.100 ml or less of solution remained. Approximately 0.500 ml of MTBE (methyl tert-butyl ether) was then added. Precipitation was observed and the suspension was capped and stirred for 3...